Dataset: the Open Reaction Database (ORD), a public repository of structured organic reaction records. Task: describe an organic reaction: reactants, conditions, products, and yield Reactants: ClC(Cl)(Cl)Cl, CN(C)C=O, CC12CCC(=O)N1CCc1c2[nH]c2ccccc12, CI, CCOC(C)=O, [H][H]. The product is Cn1c2c(c3ccccc31)CCN1C(=O)CCC21C. Reaction SMILES: [C:34]([Cl:35])([Cl:36])([Cl:37])[Cl:38].[CH3:19][N:20]([CH3:21])[CH:22]=[O:23].[CH3:1][C:2]12[CH2:3][CH2:4][C:5](=[O:18])[N:6]1[CH2:7][CH2:8][c:9]1[c:10]2[nH:11][c:12]2[cH:13][cH:14][cH:15][cH:16][c:17]12.[CH3:26][I:27].[CH3:28][CH2:29][O:30][C:31](=[O:32])[CH3:33].[H:24][H:25]>>[CH3:1][C:2]12[CH2:3][CH2:4][C:5](=[O:18])[N:6]1[CH2:7][CH2:8][c:9]1[c:10]2[n:11]([CH3:19])[c:12]2[cH:13][cH:14][cH:15][cH:16][c:17]12. The reactants are CC(=O)C1CCN(C(=O)OCc2ccccc2)CC1, Cl, NO, c1ccncc1. Product: CC(=NO)C1CCN(C(=O)OCc2ccccc2)CC1. RXN SMILES: [CH2:1]([c:2]1[cH:3][cH:4][cH:5][cH:6][cH:7]1)[O:8][C:9](=[O:10])[N:11]1[CH2:12][CH2:13][CH:14]([C:17]([CH3:18])=[O:19])[CH2:15][CH2:16]1.[ClH:20].[NH2:21][OH:22].[cH:23]1[cH:24][cH:25][n:26][cH:27][cH:28]1>>[CH2:1]([c:2]1[cH:3][cH:4][cH:5][cH:6][cH:7]1)[O:8][C:9](=[O:10])[N:11]1[CH2:12][CH2:13][CH:14]([C:17]([CH3:18])=[N:21][OH:22])[CH2:15][CH2:16]1. Product: C(CCC)SC=1SC(=CC1)C(=O)O (2-Butylsulphanyl-5-thiophenecarboxylic acid). Procedure details: The experimental procedure is as described for compound 2, with use of compound 7 (8.99 g, 0.036 mol) and n-butyllithium (15.0 ml, 2.5M in hexane. 0.037 mol). A white solid was obtained. Starting materials: C(CCC)SC1=CC=C(C(=O)O)C=C1 (4-Butylsulphanylbenzoic acid), BrC=1SC(=CC1)SCCCC (2-Bromo-5-butylsulphanylthiophene), C(CCC)[Li] (n-butyllithium). Reaction SMILES: [CH2:1]([S:5][C:6]1C=C[C:9]([C:10]([OH:12])=[O:11])=[CH:8][CH:7]=1)[CH2:2][CH2:3][CH3:4].BrC1[S:17]C(SCCCC)=CC=1.C([Li])CCC>>[CH2:1]([S:5][C:6]1[S:17][C:9]([C:10]([OH:12])=[O:11])=[CH:8][CH:7]=1)[CH2:2][CH2:3][CH3:4]. The reactants are CC(C)=CC#N, CC(C)N(CCC(C#N)c1ccccn1)C(C)C, [NH2-], N, [Na], O. Product: CC(C)N(CCC(C#N)(c1ccccn1)C(C)(C)CC#N)C(C)C. RXN SMILES: [CH3:22][C:23](=[CH:24][C:25]#[N:26])[CH3:27].[CH:4]([CH3:5])([CH3:6])[N:7]([CH2:8][CH2:9][CH:10]([C:11]#[N:12])[c:13]1[n:14][cH:15][cH:16][cH:17][cH:18]1)[CH:19]([CH3:20])[CH3:21].[NH2-:2].[NH3:3].[Na:1].[OH2:28]>>[CH:4]([CH3:5])([CH3:6])[N:7]([CH2:8][CH2:9][C:10]([C:11]#[N:12])([c:13]1[n:14][cH:15][cH:16][cH:17][cH:18]1)[C:23]([CH3:22])([CH2:24][C:25]#[N:26])[CH3:27])[CH:19]([CH3:20])[CH3:21]. Reactants: N(=[N+]=[N-])C=1C=CC(=C(C1)C(=O)C1=C(C=C(C=C1)Br)Cl)Cl ((5-Azido-2-chloro-phenyl)-(4-bromo-2-chloro-phenyl)-methanone), C(CC#C)O (but-3-yn-1-ol), CCOC(=O)C.O (EtOAc water), O=C1C(O)=C([O-])[C@H](O1)[C@@H](O)CO.[Na+] (sodium ascorbate). The reagents and catalysts are O.O.O.O.O.S(=O)(=O)([O-])[O-].[Cu+2] (copper(II) sulphate pentahydrate). Solvent: C(C)O (ethanol), O (water). Conditions: time 24 hour. The product is BrC1=CC(=C(C=C1)C(=O)C1=C(C=CC(=C1)N1N=NC(=C1)CCO)Cl)Cl ((4-Bromo-2-chloro-phenyl)-{2-chloro-5-[4-(2-hydroxy-ethyl)-[1,2,3]triazol-1-yl]-phenyl}-methanone). RXN SMILES: [N:1]([C:4]1[CH:5]=[CH:6][C:7]([Cl:20])=[C:8]([C:10]([C:12]2[CH:17]=[CH:16][C:15]([Br:18])=[CH:14][C:13]=2[Cl:19])=[O:11])[CH:9]=1)=[N+:2]=[N-:3].[CH2:21]([OH:25])[CH2:22][C:23]#[CH:24].O=C1O[C@H]([C@H](CO)O)C([O-])=C1O.[Na+].CCOC(C)=O.O>C(O)C.O.O.O.O.O.O.S([O-])([O-])(=O)=O.[Cu+2]>[Br:18][C:15]1[CH:16]=[CH:17][C:12]([C:10]([C:8]2[CH:9]=[C:4]([N:1]3[CH:24]=[C:23]([CH2:22][CH2:21][OH:25])[N:3]=[N:2]3)[CH:5]=[CH:6][C:7]=2[Cl:20])=[O:11])=[C:13]([Cl:19])[CH:14]=1 |f:2.3,4.5,8.9.10.11.12.13.14|. Procedure: To a solution of compound 455 (1.32 g, 3.56 mmol) in ethanol (20 mL) was added but-3-yn-1-ol (0.3 mL, 3.91 mmol). A freshly prepared solution of copper(II) sulphate pentahydrate (36 mg, 0.14 mmol) and sodium ascorbate (141 mg, 0.71 mmol) in water (3.2 mL) was added to the reaction mixture. The flask was closed and stirred for 24 h at RT under argon. The reaction mixture was poured into a mixture of EtOAc/water. The organic phase was washed with water, brine and then dried (MgSO4), filtered and c...